This data is from the Open Reaction Database (ORD), a public repository of structured organic reaction records. The task is: describe an organic reaction: reactants, conditions, products, and yield The reactants are S1C=CC=C1 (thiophene), C(C)(=O)OCC1=CS[C@H]2N(C1C(=O)O)C(C2NC(CC2=CC=CC=C2)=O)=O (3-acetoxymethyl-7-(N-phenylacetyl-amino)-ceph-2-em-4ξ-carboxylic acid), C1(=CC=CC=C1)C (toluene). The solvent is FC(C(=O)O)(F)F (trifluoroacetic acid). Reaction conditions: time 15 minute. Product: C1(=CC=CC=C1)CC(=O)NC1[C@@H]2N(C(C(=CS2)CC2=CC=CS2)C(=O)O)C1=O (7-(N-Phenylacetyl-amino)-3-(2-thenyl)-ceph-2-em-4ξ-carboxylic acid). RXN SMILES: [S:1]1[CH:5]=[CH:4][CH:3]=[CH:2]1.C(O[CH2:10][C:11]1[CH:16]([C:17]([OH:19])=[O:18])[N:15]2[C:20](=[O:32])[CH:21]([NH:22][C:23](=[O:31])[CH2:24][C:25]3[CH:30]=[CH:29][CH:28]=[CH:27][CH:26]=3)[C@H:14]2[S:13][CH:12]=1)(=O)C.C1(C)C=CC=CC=1>FC(F)(F)C(O)=O>[C:25]1([CH2:24][C:23]([NH:22][CH:21]2[C:20](=[O:32])[N:15]3[CH:16]([C:17]([OH:19])=[O:18])[C:11]([CH2:10][C:5]4[S:1][CH:2]=[CH:3][CH:4]=4)=[CH:12][S:13][C@H:14]23)=[O:31])[CH:30]=[CH:29][CH:28]=[CH:27][CH:26]=1. Procedure details: A solution of 3.4 g of thiophene in 200 ml of trifluoroacetic acid is mixed with 4 g of 3-acetoxymethyl-7-(N-phenylacetyl-amino)-ceph-2-em-4ξ-carboxylic acid and the solution is left to stand for 15 minutes at room temperature and then mixed with an equal quantity of toluene, and the mixture is evaporated under reduced pressure. The residue is triturated with acetic acid ethyl ester and the solid material is twice crystallised from a mixture of methanol and acetic acid ethyl ester. 7-(N-Phenylac... The reactants are [BH4-], O=Cc1ccccc1, Nc1ccc(F)cc1, [Na+], O, Cc1ccc(S(=O)(=O)O)cc1. The product is Fc1ccc(NCc2ccccc2)cc1. As a reaction SMILES: [BH4-:28].[CH:9](=[O:10])[c:11]1[cH:12][cH:13][cH:14][cH:15][cH:16]1.[NH2:1][c:2]1[cH:3][cH:4][c:5]([F:6])[cH:7][cH:8]1.[Na+:29].[OH2:30].[c:17]1([CH3:18])[cH:19][cH:20][c:21]([S:22]([OH:23])(=[O:24])=[O:25])[cH:26][cH:27]1>>[NH:1]([c:2]1[cH:3][cH:4][c:5]([F:6])[cH:7][cH:8]1)[CH2:9][c:11]1[cH:12][cH:13][cH:14][cH:15][cH:16]1. The reactants are CCOC(=O)CC(=O)CCc1ccccc1, ClCCl, O, O=S(=O)(Cl)Cl. The product is CCOC(=O)C(Cl)C(=O)CCc1ccccc1. RXN SMILES: [CH2:1]([CH3:2])[O:3][C:4]([CH2:5][C:6]([CH2:7][CH2:8][c:9]1[cH:10][cH:11][cH:12][cH:13][cH:14]1)=[O:15])=[O:16].[CH2:23]([Cl:24])[Cl:25].[OH2:22].[S:17]([Cl:18])(=[O:19])([Cl:20])=[O:21]>>[CH2:1]([CH3:2])[O:3][C:4]([CH:5]([C:6]([CH2:7][CH2:8][c:9]1[cH:10][cH:11][cH:12][cH:13][cH:14]1)=[O:15])[Cl:20])=[O:16]. Starting materials: [OH-].[Na+] (sodium hydroxide), CC1=CC(=C(C=C1)OC)OC (homoveratrole), BrBr (bromine). Run in C(Cl)(Cl)Cl (chloroform), ClCCl (dichloromethane), C(Cl)(Cl)(Cl)Cl (carbon tetrachloride). Yields the product BrC=1C=C(C(O)=CC1C)O (4-bromo-5-methylpyrocatechol). Reaction SMILES: [CH3:1][C:2]1[CH:7]=[CH:6][C:5]([O:8]C)=[C:4]([O:10]C)[CH:3]=1.[Br:12]Br.[OH-].[Na+]>C(Cl)(Cl)Cl.ClCCl.C(Cl)(Cl)(Cl)Cl>[Br:12][C:7]1[CH:6]=[C:5]([OH:8])[C:4](=[CH:3][C:2]=1[CH3:1])[OH:10] |f:2.3|. Procedure details: To a solution of homoveratrole (136.4 g, 1.1 mol) in chloroform (1.2 L) and dichloromethane (300 mL) was slowly added a solution of bromine (66 mL, 1.28 mol, 1.2 eq.) in carbon tetrachloride (250 mL). After 5 hours the reaction mixture was neutralized to pH7 with an aqueous solution of sodium hydroxide and the aqueous layer was extracted with chloroform. The combined organic layer was dried over sodium sulfate, filtered, and the volatiles were removed in vacuo, affording the title compound as a ... The reactants are COc1ccc(CN(Cc2ccc(OC)cc2)c2nc(C)nc(-c3cc(CN4CCN(S(=O)(=O)N(C)C)CC4)cnc3Nc3ccc(OC)nc3)n2)cc1, O=C(O)C(F)(F)F, O=S(=O)(O)C(F)(F)F. Product: COc1ccc(Nc2ncc(CN3CCN(S(=O)(=O)N(C)C)CC3)cc2-c2nc(C)nc(N)n2)cn1. RXN SMILES: [CH3:1][O:2][c:3]1[cH:4][cH:5][c:6]([CH2:7][N:8]([c:9]2[n:10][c:11](-[c:16]3[cH:17][c:18]([CH2:31][N:32]4[CH2:33][CH2:34][N:35]([S:38](=[O:39])(=[O:40])[N:41]([CH3:42])[CH3:43])[CH2:36][CH2:37]4)[cH:19][n:20][c:21]3[NH:22][c:23]3[cH:24][n:25][c:26]([O:29][CH3:30])[cH:27][cH:28]3)[n:12][c:13]([CH3:15])[n:14]2)[CH2:44][c:45]2[cH:46][cH:47][c:48]([O:49][CH3:50])[cH:51][cH:52]2)[cH:53][cH:54]1.[OH:55][C:56]([C:57]([F:58])([F:59])[F:60])=[O:61].[OH:62][S:63]([C:64]([F:65])([F:66])[F:67])(=[O:68])=[O:69]>>[NH2:8][c:9]1[n:10][c:11](-[c:16]2[cH:17][c:18]([CH2:31][N:32]3[CH2:33][CH2:34][N:35]([S:38](=[O:39])(=[O:40])[N:41]([CH3:42])[CH3:43])[CH2:36][CH2:37]3)[cH:19][n:20][c:21]2[NH:22][c:23]2[cH:24][n:25][c:26]([O:29][CH3:30])[cH:27][cH:28]2)[n:12][c:13]([CH3:15])[n:14]1. The reactants are CCN(CC)CCCl, Cl, NCCO, [Na+], [OH-]. Yields the product CCN(CC)CCNCCO. As a reaction SMILES: [CH2:2]([CH3:3])[N:4]([CH2:5][CH2:6][Cl:7])[CH2:8][CH3:9].[ClH:1].[NH2:10][CH2:11][CH2:12][OH:13].[Na+:15].[OH-:14]>>[CH2:2]([CH3:3])[N:4]([CH2:5][CH2:6][NH:10][CH2:11][CH2:12][OH:13])[CH2:8][CH3:9].